Dataset: the Open Reaction Database (ORD), a public repository of structured organic reaction records. Task: describe an organic reaction: reactants, conditions, products, and yield Starting materials: COC(=O)C1(C(C1)C(=O)OC)C1=CC(=C(C=C1)Cl)Cl (1-(3,4-dichlorophenyl)-1,2-cyclopropane-dicarboxylic acid dimethyl ester), CO (methanol), [OH-].[Na+] (caustic soda). Solvent: O (water), O (water), O (water). Conditions: temperature 72.5 celsius, time 2 hour. Product: ClC=1C=C(C=CC1Cl)C1(C(C1)C(=O)O)C(=O)O (1-(3,4-dichlorophenyl)-1,2-cyclopropane-dicarboxylic acid). As a reaction SMILES: C[O:2][C:3]([C:5]1([C:12]2[CH:17]=[CH:16][C:15]([Cl:18])=[C:14]([Cl:19])[CH:13]=2)[CH2:7][CH:6]1[C:8]([O:10]C)=[O:9])=[O:4].CO.[OH-].[Na+]>O>[Cl:19][C:14]1[CH:13]=[C:12]([C:5]2([C:3]([OH:4])=[O:2])[CH2:7][CH:6]2[C:8]([OH:10])=[O:9])[CH:17]=[CH:16][C:15]=1[Cl:18] |f:2.3|. Procedure: A mixture of 31.0 kg 1-(3,4-dichlorophenyl)-1,2-cyclopropane-dicarboxylic acid dimethyl ester (from Step 2), 40 L water, 35 kg methanol and 18.0 kg 50% caustic soda was warmed to 70-75° C. (under reflux) and maintained at 70-75° C. for 1.5 hours. 10 L water was then added, and the mixture was kept at 75-77° C. for an additional 2 hours. Methanol was slowly distilled off in vacuo to 70° C. to give a heavy suspension, which was then mixed with 80 L water to effect solution. The free dicarboxylic a... Reactants: CC(C)(C)OC(=O)N1CCc2c(cc(CO)n2C(=O)OC(C)(C)C)C1, O=C([O-])O, C=C(C)C, ClCCl, CCOC(C)=O, [Na+], [Na+], [Na+], O=S([O-])([O-])=S. The product is CC(C)(C)OC(=O)N1CCc2c(cc(C=O)n2C(=O)OC(C)(C)C)C1. As a reaction SMILES: [C:1]([CH3:2])([CH3:3])([CH3:4])[O:5][C:6](=[O:7])[n:8]1[c:9]([CH2:24][OH:25])[cH:10][c:11]2[c:16]1[CH2:15][CH2:14][N:13]([C:17](=[O:18])[O:19][C:20]([CH3:21])([CH3:22])[CH3:23])[CH2:12]2.[C:33](=[O:34])([OH:35])[O-:36].[CH2:38]=[C:39]([CH3:40])[CH3:41].[CH2:42]([Cl:43])[Cl:44].[CH3:45][CH2:46][O:47][C:48](=[O:49])[CH3:50].[Na+:31].[Na+:32].[Na+:37].[S:26]([O-:27])([O-:28])(=[O:29])=[S:30]>>[C:1]([CH3:2])([CH3:3])([CH3:4])[O:5][C:6](=[O:7])[n:8]1[c:9]([CH:24]=[O:25])[cH:10][c:11]2[c:16]1[CH2:15][CH2:14][N:13]([C:17](=[O:18])[O:19][C:20]([CH3:21])([CH3:22])[CH3:23])[CH2:12]2. Reactants: NN1CC(=O)NC1=O, CC(=O)c1ccc2nnc(Cc3ccc4ncccc4c3)n2n1. Reaction SMILES: [NH2:24][N:25]1[C:26](=[O:31])[NH:27][C:28](=[O:30])[CH2:29]1.[n:1]1[cH:2][cH:3][cH:4][c:5]2[cH:6][c:7]([CH2:11][c:12]3[n:13][n:14][c:15]4[n:16]3[n:17][c:18]([C:21]([CH3:22])=[O:23])[cH:19][cH:20]4)[cH:8][cH:9][c:10]12>>[n:1]1[cH:2][cH:3][cH:4][c:5]2[cH:6][c:7]([CH2:11][c:12]3[n:13][n:14][c:15]4[n:16]3[n:17][c:18]([C:21]([CH3:22])=[N:24][N:25]3[C:26](=[O:31])[NH:27][C:28](=[O:30])[CH2:29]3)[cH:19][cH:20]4)[cH:8][cH:9][c:10]12. Product: CC(=NN1CC(=O)NC1=O)c1ccc2nnc(Cc3ccc4ncccc4c3)n2n1. Starting materials: CC(=O)[O-], CCO, [Cl-], Cc1ccc(C(=O)C(F)(F)F)cc1, [Na+], O, [NH3+]O. The product is Cc1ccc(C(=NO)C(F)(F)F)cc1. Reaction SMILES: [CH3:18][C:19](=[O:20])[O-:21].[CH3:22][CH2:23][OH:24].[Cl-:14].[F:1][C:2]([C:3](=[O:4])[c:5]1[cH:6][cH:7][c:8]([CH3:11])[cH:9][cH:10]1)([F:12])[F:13].[Na+:17].[OH2:25].[OH:15][NH3+:16]>>[F:1][C:2]([C:3]([c:5]1[cH:6][cH:7][c:8]([CH3:11])[cH:9][cH:10]1)=[N:16][OH:15])([F:12])[F:13]. Reactants: CC(C)(C)N(C([O-])=O)[C@@H]1CN([C@@H](CC1)C)C1=NC(=NC(=C1)C1=CC(=C(C=C1)C#N)F)N (1,1-dimethylethyl{(3S,6R)-1-[2-amino-6-(4-cyano-3-fluorophenyl)-4-pyrimidinyl]-6-methyl-3-piperidinyl}carbamate), Cl (HCl), C(C1=CC=CC=C1)(=O)O (benzoic acid), C(CCl)Cl (EDC), C=1C=CC2=C(C1)N=NN2O (HOBT), CN1CCOCC1 (N-methylmorpholine). Solvent: O1CCOCC1 (1,4-dioxane), O (water), CN(C)C=O (DMF). Reaction conditions: time 30 minute. Yields the product NC1=NC(=CC(=N1)N1C[C@H](CC[C@H]1C)NC(C1=CC=CC=C1)=O)C1=CC(=C(C=C1)C#N)F (N-{(3S,6R)-1-[2-Amino-6-(4-cyano-3-fluorophenyl)-4-pyrimidinyl]-6-methyl-3-piperidinyl}benzamide). Yield: 29.8%. As a reaction SMILES: CC([N:5]([C@H:9]1[CH2:14][CH2:13][C@@H:12]([CH3:15])[N:11]([C:16]2[CH:21]=[C:20]([C:22]3[CH:27]=[CH:26][C:25]([C:28]#[N:29])=[C:24]([F:30])[CH:23]=3)[N:19]=[C:18]([NH2:31])[N:17]=2)[CH2:10]1)[C:6](=O)[O-:7])(C)C.Cl.C(O)(=O)[C:34]1[CH:39]=[CH:38][CH:37]=[CH:36][CH:35]=1.C(Cl)CCl.C1C=CC2N(O)N=NC=2C=1.CN1CCOCC1>O1CCOCC1.CN(C=O)C.O>[NH2:31][C:18]1[N:17]=[C:16]([N:11]2[C@H:12]([CH3:15])[CH2:13][CH2:14][C@H:9]([NH:5][C:6](=[O:7])[C:34]3[CH:39]=[CH:38][CH:37]=[CH:36][CH:35]=3)[CH2:10]2)[CH:21]=[C:20]([C:22]2[CH:27]=[CH:26][C:25]([C:28]#[N:29])=[C:24]([F:30])[CH:23]=2)[N:19]=1. Procedure details: To 1,1-dimethylethyl{(3S,6R)-1-[2-amino-6-(4-cyano-3-fluorophenyl)-4-pyrimidinyl]-6-methyl-3-piperidinyl}carbamate (100 mg, 0.234 mmol) in a 20 mL vial was added 2 mL of 4M HCl in 1,4-dioxane, and the solution was stirred at room temperature for 30 minutes. The reaction was then concentrated. To the resulting whitish solid was added a premixed solution of benzoic acid (34.4 mg, 0.281 mmol), EDC (67.4 mg, 0.352 mmol), HOBT (71.8 mg, 0.469 mmol), and N-methylmorpholine (0.129 mL, 1.172 mmol) in DM... Reactants: NC=1C(=CC=CC1C)C (2,6-xylidine), [OH-].[Na+] (sodium hydroxide), ClCC(=O)Cl (chloroacetyl chloride). Run in ClC=CCl (1,2-dichloroethylene). Product: ClCC(=O)NC1=C(C=CC=C1C)C (2-Chloro-N-(2,6-dimethylphenyl)acetamide). The yield is 95.0%. As a reaction SMILES: [NH2:1][C:2]1[C:3]([CH3:9])=[CH:4][CH:5]=[CH:6][C:7]=1[CH3:8].[OH-].[Na+].[Cl:12][CH2:13][C:14](Cl)=[O:15]>ClC=CCl>[Cl:12][CH2:13][C:14]([NH:1][C:2]1[C:7]([CH3:8])=[CH:6][CH:5]=[CH:4][C:3]=1[CH3:9])=[O:15] |f:1.2|. Procedure: In 4 l of 1,2-dichloroethylene was dissolved 182 g of 2,6-xylidine, and 1.6 l of a 1N sodium hydroxide aqueous solution was added thereto, followed by stirring. To the mixture was added dropwise 203 g of chloroacetyl chloride over 1.5 hours at an inner temperature between 20 and 35° C. The mixture was stirred at that temperature for 1.5 hours. The reaction mixture was separated into two layers, and the organic layer was concentrated under reduced pressure. The precipitate was collected by filtra... Starting materials: CC1(C)COc2cc3c(cc21)C1(CO3)C(=O)Nc2ccccc21, ClCc1ccc(Cl)nc1, O=C1Nc2ccccc2C12COc1cc3c(cc12)OCO3. Product: O=C1N(Cc2ccc(Cl)nc2)c2ccccc2C12COc1cc3c(cc12)OCO3. As a reaction SMILES: [CH3:31][C:32]1([CH3:33])[CH2:34][O:35][c:36]2[cH:37][c:38]3[c:51]([cH:52][c:53]21)[C:41]1([CH2:40][O:39]3)[c:42]2[c:43]([cH:44][cH:45][cH:46][cH:47]2)[NH:48][C:49]1=[O:50].[Cl:1][c:2]1[n:3][cH:4][c:5]([CH2:8][Cl:9])[cH:6][cH:7]1.[NH:10]1[C:11](=[O:30])[C:12]2([CH2:13][O:14][c:15]3[c:16]2[cH:17][c:18]2[c:19]([cH:23]3)[O:20][CH2:21][O:22]2)[c:24]2[cH:25][cH:26][cH:27][cH:28][c:29]21>>[Cl:1][c:2]1[n:3][cH:4][c:5]([CH2:8][N:10]2[C:11](=[O:30])[C:12]3([CH2:13][O:14][c:15]4[c:16]3[cH:17][c:18]3[c:19]([cH:23]4)[O:20][CH2:21][O:22]3)[c:24]3[cH:25][cH:26][cH:27][cH:28][c:29]32)[cH:6][cH:7]1. The reactants are C[C@H]([C@@H](C(=O)N[C@@H](CC=1C=CC=CC1)C(=O)N[C@@H]([C@@H](C)O)C(=O)N[C@@H](CO)C(=O)N[C@@H](CC(=O)O)C(=O)N[C@@H](CC=2C=CC(=CC2)O)C(=O)N[C@@H](CO)C(=O)N[C@@H](CCCCN)C(=O)N[C@@H](CC=3C=CC(=CC3)O)C(=O)N[C@@H](CC(C)C)C(=O)N[C@@H](CC(=O)O)C(=O)N[C@@H](CO)C(=O)N[C@@H](CCCN=C(N)N)C(=O)N[C@@H](CCCN=C(N)N)C(=O)N[C@@H](C)C(=O)N[C@@H](CCC(=O)N)C(=O)N[C@@H](CC(=O)O)C(=O)N[C@@H](CC=4C=CC=CC4)C(=O)N[C@@H](C(C)C)C(=O)N[C@@H](CCC(=O)N)C(=O)N[C@@H](CC5=CNC6=C5C=CC=C6)C(=O)N[C@@H](CC(C)C)C(=O)N[C@@H](CCSC)C(=O)N[C@@H](CC(=O)N)C(=O)N[C@@H]([C@@H](C)O)C(=O)O)NC(=O)CNC(=O)[C@H](CCC(=O)N)NC(=O)[C@H](CO)NC(=O)[C@H](CC7=CNC=N7)N)O (glucagon), Cl (HCl), C([C@@H]1[C@H]([C@@H]([C@H]([C@H](O1)O[C@@H]2[C@@H]([C@H]([C@@H]([C@H](O2)CO)O)O)O)O)O)O)O (trehalose), C[C@H]([C@@H](C(=O)N[C@@H](CC=1C=CC=CC1)C(=O)N[C@@H]([C@@H](C)O)C(=O)N[C@@H](CO)C(=O)N[C@@H](CC(=O)O)C(=O)N[C@@H](CC=2C=CC(=CC2)O)C(=O)N[C@@H](CO)C(=O)N[C@@H](CCCCN)C(=O)N[C@@H](CC=3C=CC(=CC3)O)C(=O)N[C@@H](CC(C)C)C(=O)N[C@@H](CC(=O)O)C(=O)N[C@@H](CO)C(=O)N[C@@H](CCCN=C(N)N)C(=O)N[C@@H](CCCN=C(N)N)C(=O)N[C@@H](C)C(=O)N[C@@H](CCC(=O)N)C(=O)N[C@@H](CC(=O)O)C(=O)N[C@@H](CC=4C=CC=CC4)C(=O)N[C@@H](C(C)C)C(=O)N[C@@H](CCC(=O)N)C(=O)N[C@@H](CC5=CNC6=C5C=CC=C6)C(=O)N[C@@H](CC(C)C)C(=O)N[C@@H](CCSC)C(=O)N[C@@H](CC(=O)N)C(=O)N[C@@H]([C@@H](C)O)C(=O)O)NC(=O)CNC(=O)[C@H](CCC(=O)N)NC(=O)[C@H](CO)NC(=O)[C@H](CC7=CNC=N7)N)O (glucagon), C[C@H]([C@@H](C(=O)N[C@@H](CC=1C=CC=CC1)C(=O)N[C@@H]([C@@H](C)O)C(=O)N[C@@H](CO)C(=O)N[C@@H](CC(=O)O)C(=O)N[C@@H](CC=2C=CC(=CC2)O)C(=O)N[C@@H](CO)C(=O)N[C@@H](CCCCN)C(=O)N[C@@H](CC=3C=CC(=CC3)O)C(=O)N[C@@H](CC(C)C)C(=O)N[C@@H](CC(=O)O)C(=O)N[C@@H](CO)C(=O)N[C@@H](CCCN=C(N)N)C(=O)N[C@@H](CCCN=C(N)N)C(=O)N[C@@H](C)C(=O)N[C@@H](CCC(=O)N)C(=O)N[C@@H](CC(=O)O)C(=O)N[C@@H](CC=4C=CC=CC4)C(=O)N[C@@H](C(C)C)C(=O)N[C@@H](CCC(=O)N)C(=O)N[C@@H](CC5=CNC6=C5C=CC=C6)C(=O)N[C@@H](CC(C)C)C(=O)N[C@@H](CCSC)C(=O)N[C@@H](CC(=O)N)C(=O)N[C@@H]([C@@H](C)O)C(=O)O)NC(=O)CNC(=O)[C@H](CCC(=O)N)NC(=O)[C@H](CO)NC(=O)[C@H](CC7=CNC=N7)N)O (glucagon), C(C(=O)O)N (L-glycine). The solvent is CS(=O)C (DMSO). Product: CC(=O)O[C@@H]1C=CO[C@@H]([C@H]1O)C(=O)O (Glucagon acetate). RXN SMILES: Cl.C[C@@H](O)[C@H](NC(CNC([C@@H](NC([C@@H](NC([C@@H](N)CC1N=CNC=1)=O)CO)=O)CCC(N)=O)=O)=O)C(N[C@H](C(N[C@H](C(N[C@H](C(N[C@H](C(N[C@H](C(N[C@H](C(N[C@H](C(N[C@H](C(N[C@H](C(N[C@H](C(N[C@H](C(N[C@H](C(N[C@H](C(N[C@H](C(N[C@H](C(N[C@H](C(N[C@H](C(N[C@H](C(N[C@H](C(N[C@H](C(N[C@H](C(N[C@H](C(N[C@H](C(N[C@H:210]([C:214]([OH:216])=[O:215])[C@H:211]([OH:213])[CH3:212])=O)CC(N)=O)=O)CCSC)=O)CC(C)C)=O)CC1C2C=CC=CC=2NC=1)=O)CCC(N)=O)=O)C(C)C)=O)CC1C=CC=CC=1)=O)CC(O)=O)=O)CCC(N)=O)=O)C)=O)CCCN=C(N)N)=O)CCCN=C(N)N)=O)CO)=O)CC(O)=O)=O)CC(C)C)=O)CC1C=CC(O)=CC=1)=O)CCCCN)=O)CO)=O)CC1C=CC(O)=CC=1)=O)CC(O)=O)=O)CO)=O)[C@H](O)C)=O)CC1C=CC=CC=1)=O.C(O)[C@H]1[O:254][C@H:253]([O:255][C@H]2O[C@H](CO)[C@@H](O)[C@H](O)[C@H]2O)[C@H:252](O)[C@@H](O)[C@@H]1O.[CH2:271](N)[C:272](O)=[O:273]>CS(C)=O>[CH3:252][C:253]([O:255][C@H:212]1[C@H:211]([OH:213])[C@@H:210]([C:214]([OH:216])=[O:215])[O:273][CH:272]=[CH:271]1)=[O:254]. Procedure details: Glucagon acetate was prepared at 1.0 mg/mL via dissolution in 2 mM L-glycine, pH 3.0 (titrated with concentrated HCl). The glucagon formulations were lyophilized and reconstituted in DMSO at a nominal concentration of 5 mg/mL glucagon. Solution samples were divided and trehalose was added to one solution to a concentration of 5%. These formulations were aliquoted into vials and placed in a stability incubator at 5° C. At 5° C., these solutions were observed to freeze. The glucagon solutions were... The reactants are O=C1SC2=C(N1CC(=O)OCC)C=C(C(=C2)N)Cl (ethyl 2-oxo-5-chloro-6-amino-3-benzothiazolineacetate), N(=O)[O-].[Na+] (sodium nitrite), resultant mixture, Cl (hydrochloric acid), resultant mixture, C(C)(=O)[O-].[Na+] (sodium acetate). Run in O (water), O (water), C1=CC=CC=C1 (benzene). Run at temperature 0 celsius, time 20 minute. The product is O=C1SC2=C(N1CC(=O)OCC)C=C(C(=C2)C2=CC=CC=C2)Cl (ethyl 2-oxo-5-chloro-6-phenyl-3-benzothiazolineacetate). RXN SMILES: [O:1]=[C:2]1[N:6]([CH2:7][C:8]([O:10][CH2:11][CH3:12])=[O:9])[C:5]2[CH:13]=[C:14]([Cl:18])[C:15](N)=[CH:16][C:4]=2[S:3]1.Cl.N([O-])=O.[Na+].[C:24]([O-])(=O)[CH3:25].[Na+]>O.C1C=CC=CC=1>[O:1]=[C:2]1[N:6]([CH2:7][C:8]([O:10][CH2:11][CH3:12])=[O:9])[C:5]2[CH:13]=[C:14]([Cl:18])[C:15]([C:25]3[CH:24]=[CH:13][CH:5]=[CH:4][CH:16]=3)=[CH:16][C:4]=2[S:3]1 |f:2.3,4.5|. Procedure: A mixture of ethyl 2-oxo-5-chloro-6-amino-3-benzothiazolineacetate (347.8 g) and conc.hydrochloric acid (1040 ml) was stirred for 30 minutes at ambient temperature. After the resultant mixture was cooled to 2° C., a solution of sodium nitrite (88.3 g) in water (120 ml) was added dropwise thereto below 5° C. in the course of 40 minutes. The mixture was stirred for 20 minutes at 0° C. To the resultant mixture was added benzene (5.2 l) in the course of 30 minutes. After the reaction mixture was sti... Starting materials: CC=1C=CC=C2C1C(=O)OC(N2)=O (6-methylisatoic acid anhydride), N(C)CC(=O)O (sarcosine). The solvent is CS(=O)C (dimethyl sulphoxide). Reaction conditions: temperature 110 celsius, time 3 hour. The product is CN1CC(NC2=C(C1=O)C(=CC=C2)C)=O (3,4-dihydro-4,6-dimethyl-2H-1,4-benzodiazepine-2,5(1H)-dione). Reaction SMILES: [CH3:1][C:2]1[CH:3]=[CH:4][CH:5]=[C:6]2[NH:12][C:11](=[O:13])O[C:8](=[O:9])[C:7]=12.[NH:14]([CH2:16]C(O)=O)[CH3:15]>CS(C)=O>[CH3:15][N:14]1[C:8](=[O:9])[C:7]2[C:2]([CH3:1])=[CH:3][CH:4]=[CH:5][C:6]=2[NH:12][C:11](=[O:13])[CH2:16]1. Reported procedure: A mixture of 14.0 g (79 mmol) of 6-methylisatoic acid anhydride, 7.04 g (79 mmol) of sarcosine and 80 ml of dimethyl sulphoxide is stirred at 110° C. for 3 hours. The red coloured solution is evaporated in a high vacuum. The residue is treated with 80 ml of ethanol, the product crystallising out. There is obtained 3,4-dihydro-4,6-dimethyl-2H-1,4-benzodiazepine-2,5(1H)-dione of melting point 200°-202° C.